This data is from the Open Reaction Database (ORD), a public repository of structured organic reaction records. The task is: describe an organic reaction: reactants, conditions, products, and yield Reactants: COC(=O)C=1C=CC(=NC1)C(=O)O (5-(methoxycarbonyl)pyridine-2-carboxylic acid), FC(CCCN)(F)F (4,4,4-trifluorobutan-1-amine). The product is FC(CCCNC(=O)C1=NC=C(C(=O)O)C=C1)(F)F (6-[(4,4,4-trifluorobutyl)carbamoyl]nicotinic acid). Reaction SMILES: C[O:2][C:3]([C:5]1[CH:6]=[CH:7][C:8]([C:11]([OH:13])=O)=[N:9][CH:10]=1)=[O:4].[F:14][C:15]([F:21])([F:20])[CH2:16][CH2:17][CH2:18][NH2:19]>>[F:14][C:15]([F:21])([F:20])[CH2:16][CH2:17][CH2:18][NH:19][C:11]([C:8]1[CH:7]=[CH:6][C:5]([C:3]([OH:2])=[O:4])=[CH:10][N:9]=1)=[O:13]. Procedure details: The title compound was synthesized in two steps. The first as described for Intermediate example I-97, starting from 5-(methoxycarbonyl)pyridine-2-carboxylic acid and 4,4,4-trifluorobutan-1-amine, and the second as described for Intermediate example I-98 at 55° C., starting from the product received in the first step which was first purified by column chromatography using a gradient of ethyl acetate in heptane. Total yield (two steps) 34%; 1H NMR (400 MHz, DMSO-d6) δ ppm 9.16 (t, 1 H), 9.09 (dd,... The reactants are C(C)OC(N(C)C)OCC (1,1-diethoxy-N,N-dimethylmethanamine), ClC1=C(C=CC(=C1)C#N)CC(=O)OC(C)(C)C (tert-butyl 2-(2-chloro-4-cyanophenyl)acetate), ClC1=C(C=CC(=C1)C#N)CC(=O)OCC (ethyl 2-(2-chloro-4-cyanophenyl)acetate), Cl (HCl), O1CCOCC1 (dioxane). Run in CN(C)C=O (DMF), C(C)O (ethanol). Reaction conditions: temperature 60 celsius, time 16 hour. Product: ClC1=C(C=CC(=C1)C#N)C(C(=O)OCC)=CN(C)C (ethyl 2-(2-chloro-4-cyanophenyl)-3-(dimethylamino)acrylate). Yield: 54.0%. As a reaction SMILES: [Cl:1][C:2]1[CH:7]=[C:6]([C:8]#[N:9])[CH:5]=[CH:4][C:3]=1[CH2:10][C:11]([O:13][C:14]([CH3:17])(C)C)=[O:12].Cl.O1CCOCC1.ClC1C=C(C#N)C=CC=1CC(OCC)=O.C(O[CH:43](OCC)[N:44]([CH3:46])[CH3:45])C>C(O)C.CN(C=O)C>[Cl:1][C:2]1[CH:7]=[C:6]([C:8]#[N:9])[CH:5]=[CH:4][C:3]=1[C:10](=[CH:43][N:44]([CH3:46])[CH3:45])[C:11]([O:13][CH2:14][CH3:17])=[O:12]. Reported procedure: Combined tert-butyl 2-(2-chloro-4-cyanophenyl)acetate (274 mg, 1.089 mmol) and 4N HCl in dioxane (0.136 mL, 0.544 mmol) in ethanol (2.51 mL). The mixture was stirred for 16 hours at 60° C., then concentrated by rotary evaporation and combined with ethyl 2-(2-chloro-4-cyanophenyl)acetate (0.243 g, 1.086 mmol) and 1,1-diethoxy-N,N-dimethylmethanamine (0.931 mL, 5.43 mmol) in DMF (2.173 mL) and stirred for 16 hours at 100° C. The reaction was concentrated in rotary evaporation and purified on a NH ... Reactants: N12CCN(CC1)CC2 (1,4-Diazabicylo[2.2.2]octane), CN(S(=O)(=O)Cl)C (dimethylsulfamoyl chloride), C(C)OC(=O)C=1NN=C(C1)COC1=CC=CC=C1 (5-phenoxymethyl-2H-pyrazole-3-carboxylic acid ethyl ester). Run in CC#N (CH3CN), O (H2O). Reaction conditions: time 18 hour. Product: C(C)OC(=O)C=1N(N=C(C1)COC1=CC=CC=C1)S(N(C)C)(=O)=O (2-dimethylsulfamoyl-5-phenoxymethyl-2H-pyrazole-3-carboxylic acid ethyl ester). The yield is 84.3%. Reaction SMILES: N12CCN(CC1)CC2.[CH3:9][N:10]([CH3:15])[S:11](Cl)(=[O:13])=[O:12].[CH2:16]([O:18][C:19]([C:21]1[NH:22][N:23]=[C:24]([CH2:26][O:27][C:28]2[CH:33]=[CH:32][CH:31]=[CH:30][CH:29]=2)[CH:25]=1)=[O:20])[CH3:17]>CC#N.O>[CH2:16]([O:18][C:19]([C:21]1[N:22]([S:11](=[O:13])(=[O:12])[N:10]([CH3:15])[CH3:9])[N:23]=[C:24]([CH2:26][O:27][C:28]2[CH:33]=[CH:32][CH:31]=[CH:30][CH:29]=2)[CH:25]=1)=[O:20])[CH3:17]. Reported procedure: 1,4-Diazabicylo[2.2.2]octane (1.0 g, 8.93 mmol) and dimethylsulfamoyl chloride (0.88 mL, 8.2 mmol) were sequentially added to a solution of 5-phenoxymethyl-2H-pyrazole-3-carboxylic acid ethyl ester (2.0 g, 8.12 mmol) in CH3CN (10 mL) at 0° C. The mixture was allowed to warm to room temperature and stirred for 18 hours. The mixture was diluted with H2O and extracted with AcOEt. The organic layer was separated, dried (Na2SO4), filtered and the solvents concentrated in vacuo. The crude product was ... Starting materials: CC#N, O=C(CCl)c1ccccc1, O=C(O)c1cccc(NC(C(=O)OC2CN3CCC2CC3)c2ccccc2)c1, CN(C)C=O. RXN SMILES: [CH3:39][C:40]#[N:41].[Cl:1][CH2:2][C:3](=[O:4])[c:5]1[cH:6][cH:7][cH:8][cH:9][cH:10]1.[O:11]=[C:12]([CH:13]([c:14]1[cH:15][cH:16][cH:17][cH:18][cH:19]1)[NH:20][c:21]1[cH:22][c:23]([C:24](=[O:25])[OH:26])[cH:27][cH:28][cH:29]1)[O:30][CH:31]1[CH2:32][N:33]2[CH2:34][CH2:35][CH:36]1[CH2:37][CH2:38]2.[O:42]=[CH:43][N:44]([CH3:45])[CH3:46]>>[CH2:2]([C:3](=[O:4])[c:5]1[cH:6][cH:7][cH:8][cH:9][cH:10]1)[N+:33]12[CH2:32][CH:31]([O:30][C:12](=[O:11])[CH:13]([c:14]3[cH:15][cH:16][cH:17][cH:18][cH:19]3)[NH:20][c:21]3[cH:22][c:23]([C:24](=[O:25])[OH:26])[cH:27][cH:28][cH:29]3)[CH:36]([CH2:35][CH2:34]1)[CH2:37][CH2:38]2.[Cl-:1]. The product is O=C(O)c1cccc(NC(C(=O)OC2C[N+]3(CC(=O)c4ccccc4)CCC2CC3)c2ccccc2)c1, [Cl-].